From a dataset of the Open Reaction Database (ORD), a public repository of structured organic reaction records. describe an organic reaction: reactants, conditions, products, and yield Starting materials: ClC(CN1C=NC=C1)C1=CC=CC=C1 (1-(2-chloro-2-phenylethyl)imidazole), [Cl-].[Na+] (sodium chloride), SC1=CC=C(C(=O)OC)C=C1 (methyl 4-mercaptobenzoate), [H-].[Na+] (sodium hydride). The solvent is CN(C=O)C (dimethylformamide), CN(C=O)C (dimethylformamide). Reaction conditions: time 30 minute. Product: C1(=CC=CC=C1)C(CN1C=NC=C1)SC1=CC=C(C(=O)OC)C=C1 (Methyl 4-[1-phenyl-2-(imidazol-1-yl)ethylthio]benzoate). Isolated yield 30.4%. As a reaction SMILES: [SH:1][C:2]1[CH:11]=[CH:10][C:5]([C:6]([O:8][CH3:9])=[O:7])=[CH:4][CH:3]=1.[H-].[Na+].Cl[CH:15]([C:22]1[CH:27]=[CH:26][CH:25]=[CH:24][CH:23]=1)[CH2:16][N:17]1[CH:21]=[CH:20][N:19]=[CH:18]1.[Cl-].[Na+]>CN(C)C=O>[C:22]1([CH:15]([S:1][C:2]2[CH:3]=[CH:4][C:5]([C:6]([O:8][CH3:9])=[O:7])=[CH:10][CH:11]=2)[CH2:16][N:17]2[CH:21]=[CH:20][N:19]=[CH:18]2)[CH:23]=[CH:24][CH:25]=[CH:26][CH:27]=1 |f:1.2,4.5|. Procedure details: 1.5 g of methyl 4-mercaptobenzoate was dissolved in 8 ml of dry dimethylformamide, and the resulting solution was added to 388 mg of a 55% w/w suspension of sodium hydride in mineral oil, whilst ice-cooling, and then the mixture was stirred at room temperature for 30 minutes. A solution of 1.5 g of 1-(2-chloro-2-phenylethyl)imidazole dissolved in 8 ml of dry dimethylformamide was added to the thus obtained solution, and the mixture was then heated at 65° to 70° C. for 6 hours. At the end of this... The reactants are C(C)(C)(C)O[C@H](C(=O)OC)C1=C2N3CCC(OCC=CC[C@@H](OC=4C=CC(=CC4C4=CC=CC(C5=CN2C(C=C1C)=N5)=C4)C)C)(CC3)C (methyl(2S)-2-(tert-butoxy)-2-[(22S)-4,17,22,28-tetramethyl-21,27-dioxa-1,7,34-triazahexacyclo[26.2.2.16,9.110,14.02,7.015,20]tetratriaconta-2,4,6(34),8,10(33),11,13,15(20),16,18,24-undecaen-3-yl]acetate), C(C)(C)(C)O[C@H](C(=O)O)C1=C2N3CCC(OCC=CC[C@@H](OC=4C=C(C=CC4C4=CC=CC(C5=CN2C(C=C1C)=N5)=C4)F)C)(CC3)C ((2S)-2-(tert-butoxy)-2-[(22S)-18-fluoro-4,22,28-trimethyl-21,27-dioxa-1,7,34-triazahexacyclo[26.2.2.16,9.110,14.02,7.015,20]tetratriaconta-2,4,6(34),8,10(33),11,13,15(20),16,18,24-undecaen-3-yl]acetic acid). The yield is 60.0%. As a reaction SMILES: [C:1]([O:5][C@@H:6]([C:11]1[C:40]([CH3:41])=[CH:39][C:38]2=[N:42][C:35]3=[CH:36][N:37]2[C:12]=1[N:13]1[CH2:47][CH2:46][C:16]([CH3:48])([O:17][CH2:18][CH:19]=[CH:20][CH2:21][C@H:22]([CH3:45])[O:23][C:24]2[CH:25]=[CH:26][C:27]([CH3:44])=[CH:28][C:29]=2[C:30]2[CH:43]=[C:34]3[CH:33]=[CH:32][CH:31]=2)[CH2:15][CH2:14]1)[C:7]([O:9]C)=[O:8])([CH3:4])([CH3:3])[CH3:2].C(O[C@@H](C1C(C)=CC2=NC3=CN2C=1N1CCC(C)(OCC=CC[C@H](C)OC2C=C(F)C=CC=2C2C=C3C=CC=2)CC1)C(O)=O)(C)(C)C>>[C:1]([O:5][C@@H:6]([C:11]1[C:40]([CH3:41])=[CH:39][C:38]2=[N:42][C:35]3=[CH:36][N:37]2[C:12]=1[N:13]1[CH2:47][CH2:46][C:16]([CH3:48])([O:17][CH2:18][CH:19]=[CH:20][CH2:21][C@H:22]([CH3:45])[O:23][C:24]2[CH:25]=[CH:26][C:27]([CH3:44])=[CH:28][C:29]=2[C:30]2[CH:43]=[C:34]3[CH:33]=[CH:32][CH:31]=2)[CH2:15][CH2:14]1)[C:7]([OH:9])=[O:8])([CH3:4])([CH3:2])[CH3:3]. Procedure: Prepared from methyl(2S)-2-(tert-butoxy)-2-[(22S)-4,17,22,28-tetramethyl-21,27-dioxa-1,7,34-triazahexacyclo[26.2.2.16,9.110,14.02,7.015,20]tetratriaconta-2,4,6(34),8,10(33),11,13,15(20),16,18,24-undecaen-3-yl]acetate in 60% yield following the same procedure as (2S)-2-(tert-butoxy)-2-[(22S)-18-fluoro-4,22,28-trimethyl-21,27-dioxa-1,7,34-triazahexacyclo[26.2.2.16,9.110,14.02,7.015,20]tetratriaconta-2,4,6(34),8,10(33),11,13,15(20),16,18,24-undecaen-3-yl]acetic acid. 1H NMR (500 MHz, DMSO-d6) δ 8.0... Yields the product C(C)(C)(C)O[C@H](C(=O)O)C1=C2N3CCC(OCC=CC[C@@H](OC=4C=CC(=CC4C4=CC=CC(C5=CN2C(C=C1C)=N5)=C4)C)C)(CC3)C ((2S)-2-(tert-Butoxy)-2-[(22S)-4,17,22,28-tetramethyl-21,27-dioxa-1,7,34-triazahexacyclo[26.2.2.16,9.110,14.02,7.015,20]tetratriaconta-2,4,6(34),8,10(33),11,13,15(20),16,18,24-undecaen-3-yl]acetic acid). The reactants are CCO, NN, O, O=C1c2ccccc2C(=O)N1CCCc1c[nH]c(-c2ccccc2)n1. Product: NCCCc1c[nH]c(-c2ccccc2)n1. RXN SMILES: [CH3:29][CH2:30][OH:31].[NH2:27][NH2:28].[OH2:26].[c:1]1(-[c:7]2[nH:8][cH:9][c:10]([CH2:12][CH2:13][CH2:14][N:15]3[C:16](=[O:17])[c:18]4[c:19]([cH:20][cH:21][cH:22][cH:23]4)[C:24]3=[O:25])[n:11]2)[cH:2][cH:3][cH:4][cH:5][cH:6]1>>[c:1]1(-[c:7]2[nH:8][cH:9][c:10]([CH2:12][CH2:13][CH2:14][NH2:15])[n:11]2)[cH:2][cH:3][cH:4][cH:5][cH:6]1.